This data is from the Open Reaction Database (ORD), a public repository of structured organic reaction records. The task is: describe an organic reaction: reactants, conditions, products, and yield Starting materials: [Br-], Cc1nn(-c2ccc(C(F)(F)F)cn2)cc1C=O, [Mg+]C1CCCCC1, [Cl-], [NH4+], C1CCOC1, C1CCOC1. The product is Cc1nn(-c2ccc(C(F)(F)F)cn2)cc1C(O)C1CCCCC1. As a reaction SMILES: [Br-:24].[CH3:1][c:2]1[n:3][n:4](-[c:9]2[n:10][cH:11][c:12]([C:15]([F:16])([F:17])[F:18])[cH:13][cH:14]2)[cH:5][c:6]1[CH:7]=[O:8].[CH:25]1([Mg+:31])[CH2:26][CH2:27][CH2:28][CH2:29][CH2:30]1.[Cl-:32].[NH4+:33].[O:19]1[CH2:20][CH2:21][CH2:22][CH2:23]1.[O:34]1[CH2:35][CH2:36][CH2:37][CH2:38]1>>[CH3:1][c:2]1[n:3][n:4](-[c:9]2[n:10][cH:11][c:12]([C:15]([F:16])([F:17])[F:18])[cH:13][cH:14]2)[cH:5][c:6]1[CH:7]([OH:8])[CH:25]1[CH2:26][CH2:27][CH2:28][CH2:29][CH2:30]1. Starting materials: [Cl-].[Li+] (lithium chloride), OCC1=NOC(=C1)C1=CC(=C(C(=C1)OC)OC)OC (3-Hydroxymethyl-5-(3,4,5-trimethoxyphenyl)isoxazole), CS(=O)(=O)Cl (Methanesulfonyl chloride), resultant mixture. Run in N1=CC=CC=C1 (pyridine), C(C)(=O)OCC (ethyl acetate). The product is ClCC1=NOC(=C1)C1=CC(=C(C(=C1)OC)OC)OC (3-Chloromethyl-5-(3,4,5-trimethoxyphenyl)-isoxazole). As a reaction SMILES: O[CH2:2][C:3]1[CH:7]=[C:6]([C:8]2[CH:13]=[C:12]([O:14][CH3:15])[C:11]([O:16][CH3:17])=[C:10]([O:18][CH3:19])[CH:9]=2)[O:5][N:4]=1.[Cl-].[Li+].CS([Cl:26])(=O)=O>N1C=CC=CC=1.C(OCC)(=O)C>[Cl:26][CH2:2][C:3]1[CH:7]=[C:6]([C:8]2[CH:13]=[C:12]([O:14][CH3:15])[C:11]([O:16][CH3:17])=[C:10]([O:18][CH3:19])[CH:9]=2)[O:5][N:4]=1 |f:1.2|. Reported procedure: 3-Hydroxymethyl-5-(3,4,5-trimethoxyphenyl)isoxazole (1.62 g) was dissolved in pyridine (10 mL), and lithium chloride (336 mg) was added to the solution. Methanesulfonyl chloride (908 mg) was added dropwise to the resultant mixture under ice cooling, and the mixture was stirred at room temperature for2 hours. The reaction mixture was diluted with ethyl acetate, washed with 2 M hydrochloric acid, water and saturated brine, dried over anhydrous sodium sulfate and concentrated under reduced pressure... Reactants: C[Li] (methyllithium), ClC1=C(C(=O)O)C(=C(C(=N1)Cl)F)/C=N/CC1=C(C=C(C=C1)OC)OC ((E)-2,6-dichloro-4-(((2,4-dimethoxybenzyl)imino)methyl)-5-fluoronicotinic acid), Cl (HCl). The solvent is C1CCOC1 (THF). Reaction conditions: temperature 50 celsius, time 2 hour. Product: ClC1=NC(=C(C2=C1C(N(C2C)CC2=C(C=C(C=C2)OC)OC)=O)F)Cl (4,6-Dichloro-2-(2,4-dimethoxybenzyl)-7-fluoro-1-methyl-1H-pyrrolo[3,4-c]pyridin-3(2H)-one). Yield: 19.5%. RXN SMILES: [Cl:1][C:2]1[N:10]=[C:9]([Cl:11])[C:8]([F:12])=[C:7](/[CH:13]=[N:14]/[CH2:15][C:16]2[CH:21]=[CH:20][C:19]([O:22][CH3:23])=[CH:18][C:17]=2[O:24][CH3:25])[C:3]=1[C:4]([OH:6])=O.[CH3:26][Li].Cl>C1COCC1>[Cl:1][C:2]1[C:3]2[C:4](=[O:6])[N:14]([CH2:15][C:16]3[CH:21]=[CH:20][C:19]([O:22][CH3:23])=[CH:18][C:17]=3[O:24][CH3:25])[CH:13]([CH3:26])[C:7]=2[C:8]([F:12])=[C:9]([Cl:11])[N:10]=1. Procedure details: To a mixture of (E)-2,6-dichloro-4-(((2,4-dimethoxybenzyl)imino)methyl)-5-fluoronicotinic acid (72.0 g, 186.5 mmol) in THF (700 mL) was added methyllithium (933.0 mL, 933.0 mmol) dropwise at −78° C. After the addition was complete, the solution was stirred for an additional 2 h. The reaction mixture was then acidified with 1N HCl to pH 6, heated to 50° C. for 7 h, and subsequently extracted with EtOAc. The organic layer was washed with brine and dried over anhydrous Na2SO4. The concentrated crud... Starting materials: C(C)N1C=C(C(C2=CC=C(N=C12)C)=O)C(=O)O (1-Ethyl-1,4-dihydro-7-methyl-4-oxo-1,8-naphthyridine-3-carboxylic acid), N,N'-carbonyldiimidazole, NC1=NN=NN1 (5-Amino-1H-tetrazole). The solvent is CN(C=O)C (dimethylformamide). Reaction conditions: time 16 hour. The product is C(C)N1C=C(C(C2=CC=C(N=C12)C)=O)C(=O)NC1=NN=NN1 (1-Ethyl-1,4-dihydro-7-methyl-4-oxo-N(1H-tetrazol-5-yl)-1,8-naphthyridine-3-carboxamide). As a reaction SMILES: [CH2:1]([N:3]1[C:12]2[C:7](=[CH:8][CH:9]=[C:10]([CH3:13])[N:11]=2)[C:6](=[O:14])[C:5]([C:15]([OH:17])=O)=[CH:4]1)[CH3:2].[NH2:18][C:19]1[NH:23][N:22]=[N:21][N:20]=1>CN(C)C=O>[CH2:1]([N:3]1[C:12]2[C:7](=[CH:8][CH:9]=[C:10]([CH3:13])[N:11]=2)[C:6](=[O:14])[C:5]([C:15]([NH:18][C:19]2[NH:23][N:22]=[N:21][N:20]=2)=[O:17])=[CH:4]1)[CH3:2]. Reported procedure: 1-Ethyl-1,4-dihydro-7-methyl-4-oxo-1,8-naphthyridine-3-carboxylic acid (4.1g) and N,N'-carbonyldiimidazole (2.85g) in dimethylformamide (30 ml) were stirred and heated at 100° for 3 hours and cooled. 5-Amino-1H-tetrazole (3.6 g) was added and the mixture was stirred at room temperature for 16 hours. The solid was collected and dissolved in aqueous dimethylaminoethanol and the solution was acidified to pH2 with dilute hydrochloric acid. The solid was filtered off and dried, m.p. above 289° (d), (...